This data is from the Open Reaction Database (ORD), a public repository of structured organic reaction records. The task is: describe an organic reaction: reactants, conditions, products, and yield Reactants: C1(=CC=CC=C1)P(C1=CC=CC=C1)C1=CC=CC=C1 (triphenylphosphine), CC(C(=O)OCC)(CCCOC1=CC=C(C=C1)OCCCBr)C (ethyl 2,2-dimethyl-5-[4-(3-bromopropyloxy)phenoxy]pentanoate), [Br-].CC(CCCOC1=CC=C(OCCC[P+](C2=CC=CC=C2)(C2=CC=CC=C2)C2=CC=CC=C2)C=C1)(C(=O)OCC)C (3-[4-(4,4-dimethyl-4-ethoxycarbonylbutoxy)phenoxy]propyltriphenylphosphonium bromide). Solvent: C(C)#N (acetonitrile), C(C)#N (acetonitrile). Product: OCCCOC1=CC=C(OCCCCC(=O)OCC)C=C1 (ethyl 5-[4-(3-hydroxypropyloxy)phenoxy]pentanoate), BrBr (bromine), C1(=CC=CC=C1)P(C1=CC=CC=C1)C1=CC=CC=C1 (triphenylphosphine). Reaction SMILES: [Br-:1].C[C:3](C)([C:37]([O:39][CH2:40][CH3:41])=[O:38])[CH2:4][CH2:5][CH2:6][O:7][C:8]1[CH:36]=[CH:35][C:11]([O:12][CH2:13][CH2:14][CH2:15][P+:16]([C:29]2[CH:34]=[CH:33][CH:32]=[CH:31][CH:30]=2)([C:23]2[CH:28]=[CH:27][CH:26]=[CH:25][CH:24]=2)[C:17]2[CH:22]=[CH:21][CH:20]=[CH:19][CH:18]=2)=[CH:10][CH:9]=1.C1(P(C2C=CC=CC=2)C2C=CC=CC=2)C=CC=CC=1.CC(C)(CCCOC1C=CC(OCCC[Br:83])=CC=1)C(OCC)=[O:65]>C(#N)C>[OH:65][CH2:15][CH2:14][CH2:13][O:12][C:11]1[CH:35]=[CH:36][C:8]([O:7][CH2:6][CH2:5][CH2:4][CH2:3][C:37]([O:39][CH2:40][CH3:41])=[O:38])=[CH:9][CH:10]=1.[Br:1][Br:83].[C:29]1([P:16]([C:17]2[CH:18]=[CH:19][CH:20]=[CH:21][CH:22]=2)[C:23]2[CH:28]=[CH:27][CH:26]=[CH:25][CH:24]=2)[CH:30]=[CH:31][CH:32]=[CH:33][CH:34]=1 |f:0.1|. Procedure details: The 3-[4-(4,4-dimethyl-4-ethoxycarbonylbutoxy)phenoxy]propyltriphenylphosphonium bromide used as starting material was prepared by reacting triphenylphosphine in acetonitrile, at reflux, with ethyl 2,2-dimethyl-5-[4-(3-bromopropyloxy)phenoxy]pentanoate, itself obtained from ethyl 5-[4-(3-hydroxypropyloxy)phenoxy]pentanoate and bromine in acetonitrile in the presence of triphenylphosphine.